From a dataset of the Open Reaction Database (ORD), a public repository of structured organic reaction records. describe an organic reaction: reactants, conditions, products, and yield Reactants: N1=CC(=CC=C1)C=1OC2=C(N1)C=CC(=C2)CC(=O)OC (methyl (2-(3-pyridyl)-6-benzoxazolyl)acetate), C1CCOC1 (THF), [OH-].[Na+] (NaOH), Cl (HCl). Solvent: O (water). Conditions: time 20 hour. The product is N1=CC(=CC=C1)C=1OC2=C(N1)C=CC(=C2)CC(=O)O ((2-(3-pyridyl)-6-benzoxazolyl)acetic acid). The yield is 52.5%. RXN SMILES: [N:1]1[CH:6]=[CH:5][CH:4]=[C:3]([C:7]2[O:8][C:9]3[CH:15]=[C:14]([CH2:16][C:17]([O:19]C)=[O:18])[CH:13]=[CH:12][C:10]=3[N:11]=2)[CH:2]=1.C1COCC1.[OH-].[Na+].Cl>O>[N:1]1[CH:6]=[CH:5][CH:4]=[C:3]([C:7]2[O:8][C:9]3[CH:15]=[C:14]([CH2:16][C:17]([OH:19])=[O:18])[CH:13]=[CH:12][C:10]=3[N:11]=2)[CH:2]=1 |f:2.3|. Procedure details: To methyl (2-(3-pyridyl)-6-benzoxazolyl)acetate (360 mg, 1.34 mmol) were added THF (8 ml) and 0.5N NaOH (8.0 ml, 4.00 mmol). The resulting mixture was stirred at room temperature for 20 hours. To the reaction mixture were added water and 1N HCl (5.0 ml, 5 mmol) to acidify the mixture, followed by extraction with ethyl acetate. The extract was washed with saturated brine, dried over anhydrous sodium sulfate, and distilled under reduced pressure to remove the solvent to give (2-(3-pyridyl)-6-benzo... Reactants: OCC1OC1c1cccc(F)c1, Fc1ccc2cc[nH]c2c1. Yields the product OCC(O)C(c1cccc(F)c1)n1ccc2ccc(F)cc21. As a reaction SMILES: [F:11][c:12]1[cH:13][c:14]([CH:18]2[CH:19]([CH2:21][OH:22])[O:20]2)[cH:15][cH:16][cH:17]1.[F:1][c:2]1[cH:3][cH:4][c:5]2[cH:6][cH:7][nH:8][c:9]2[cH:10]1>>[F:1][c:2]1[cH:3][cH:4][c:5]2[cH:6][cH:7][n:8]([CH:18]([c:14]3[cH:13][c:12]([F:11])[cH:17][cH:16][cH:15]3)[CH:19]([OH:20])[CH2:21][OH:22])[c:9]2[cH:10]1.